Dataset: the Open Reaction Database (ORD), a public repository of structured organic reaction records. Task: describe an organic reaction: reactants, conditions, products, and yield Reactants: [Al+3], CON=C(Cc1cccc(F)c1)c1cccc(C(F)(F)F)c1, CCOCC, [H-], [H-], [H-], [H-], [Li+]. Yields the product NC(Cc1cccc(F)c1)c1cccc(C(F)(F)F)c1. Reaction SMILES: [Al+3:24].[CH3:1][O:2][N:3]=[C:4]([CH2:5][c:6]1[cH:7][c:8]([F:12])[cH:9][cH:10][cH:11]1)[c:13]1[cH:14][c:15]([C:19]([F:20])([F:21])[F:22])[cH:16][cH:17][cH:18]1.[CH3:29][CH2:30][O:31][CH2:32][CH3:33].[H-:23].[H-:26].[H-:27].[H-:28].[Li+:25]>>[NH2:3][CH:4]([CH2:5][c:6]1[cH:7][c:8]([F:12])[cH:9][cH:10][cH:11]1)[c:13]1[cH:14][c:15]([C:19]([F:20])([F:21])[F:22])[cH:16][cH:17][cH:18]1.